Dataset: the Open Reaction Database (ORD), a public repository of structured organic reaction records. Task: describe an organic reaction: reactants, conditions, products, and yield Starting materials: C(#N)[BH3-].[Na+] (sodium cyanoborohydride), Cl (hydrochloric acid), O=C(CC=1C(NCCC2C1C1=CC=C(C=C1CC2)OC)=O)C (1-(2-oxo-propyl)-9-methoxy-3,4,5,5a,6,7-hexahydro-2H-naphth[1,2-d]azepin-2-one), C(#N)[BH3-].[Na+] (sodium cyanoborohydride), CNCC (N-methyl-ethylamine). Run in C(C)#N (acetonitrile), C(C)(=O)O (acetic acid). The product is Cl.C(C)N(C)C(CC=1C(NCCC2C1C1=CC=C(C=C1CC2)OC)=O)C (1-[2-(N-ethyl-N-methylamino)-propyl]-9-methoxy-3,4,5,5a,6,7-hexahydro-2H-naphth[1,2-d]azepin-2-one hydrochloride). As a reaction SMILES: [CH3:1][NH:2][CH2:3][CH3:4].O=[C:6]([CH3:26])[CH2:7][C:8]1[C:9](=[O:25])[NH:10][CH2:11][CH2:12][CH:13]2[CH2:22][CH2:21][C:20]3[C:15](=[CH:16][CH:17]=[C:18]([O:23][CH3:24])[CH:19]=3)[C:14]=12.C([BH3-])#N.[Na+].[ClH:31]>C(#N)C.C(O)(=O)C>[ClH:31].[CH2:3]([N:2]([CH:6]([CH3:26])[CH2:7][C:8]1[C:9](=[O:25])[NH:10][CH2:11][CH2:12][CH:13]2[CH2:22][CH2:21][C:20]3[C:15](=[CH:16][CH:17]=[C:18]([O:23][CH3:24])[CH:19]=3)[C:14]=12)[CH3:1])[CH3:4] |f:2.3,7.8|. Procedure: Compound No. 26 may also be prepared as follows: 8.5 ml of glacial acetic acid are added to the solution of 8.9 g of N-methyl-ethylamine in 100 ml of acetonitrile, followed by 7.5 g of 1-(2-oxo-propyl)-9-methoxy-3,4,5,5a,6,7-hexahydro-2H-naphth[1,2-d]azepin-2-one and 1.7 g of sodium cyanoborohydride. The mixture is refluxed overnight, an additional1.7 g of sodium cyanoborohydride is added and refluxing is continued for an additional day. The mixture is cooled, acidified to pH=1 with hydrochloric... Starting materials: CS(=O)(=O)c1nc2cc(C(F)(F)F)ccc2s1, COc1cccc(OC)c1C(=O)N1CCC(N)C1. Product: COc1cccc(OC)c1C(=O)N1CCC(Nc2nc3cc(C(F)(F)F)ccc3s2)C1. RXN SMILES: [CH3:1][S:2](=[O:3])(=[O:4])[c:5]1[s:6][c:7]2[c:8]([n:9]1)[cH:10][c:11]([C:14]([F:15])([F:16])[F:17])[cH:12][cH:13]2.[NH2:18][CH:19]1[CH2:20][N:21]([C:24](=[O:25])[c:26]2[c:27]([O:34][CH3:35])[cH:28][cH:29][cH:30][c:31]2[O:32][CH3:33])[CH2:22][CH2:23]1>>[c:5]1([NH:18][CH:19]2[CH2:20][N:21]([C:24](=[O:25])[c:26]3[c:27]([O:34][CH3:35])[cH:28][cH:29][cH:30][c:31]3[O:32][CH3:33])[CH2:22][CH2:23]2)[s:6][c:7]2[c:8]([n:9]1)[cH:10][c:11]([C:14]([F:15])([F:16])[F:17])[cH:12][cH:13]2. The reactants are [Li+].[OH-] (LiOH), CC=1C=C(C=C(C1)C)CC(=O)N[C@H](C(=O)OC)CC1=CNC2=CC=CC=C12 ((S)-methyl 2-(2-(3,5-dimethylphenyl)acetamido)-3-(1H-indol-3-yl)propanoate), O (water). The solvent is CO (methanol). Reaction conditions: time 4.5 hour. The product is CC=1C=C(C=C(C1)C)CC(=O)N[C@H](C(=O)O)CC1=CNC2=CC=CC=C12 ((S)-2-(2-(3,5-dimethylphenyl)acetamido)-3-(1H-indol-3-yl)propionic acid). Yield: 93.0%. RXN SMILES: [Li+].[OH-].[CH3:3][C:4]1[CH:5]=[C:6]([CH2:11][C:12]([NH:14][C@@H:15]([CH2:20][C:21]2[C:29]3[C:24](=[CH:25][CH:26]=[CH:27][CH:28]=3)[NH:23][CH:22]=2)[C:16]([O:18]C)=[O:17])=[O:13])[CH:7]=[C:8]([CH3:10])[CH:9]=1.O>CO>[CH3:10][C:8]1[CH:7]=[C:6]([CH2:11][C:12]([NH:14][C@@H:15]([CH2:20][C:21]2[C:29]3[C:24](=[CH:25][CH:26]=[CH:27][CH:28]=3)[NH:23][CH:22]=2)[C:16]([OH:18])=[O:17])=[O:13])[CH:5]=[C:4]([CH3:3])[CH:9]=1 |f:0.1|. Procedure: DMAP (122.2 mg, 0.5 mmol) and DIC (N,N-diisopropylcarbodiimide) (235 μl, 1.5 mmol) were added to a solution of tryptophan methyl ester (255 mg, 1.0 mmol) and 3,5-dimethylphenylacetic acid (164 mg, 1.0 mmol) in dry DCM (11 ml). After 17 h at room temperature the solvent was removed under reduced pressure and the crude product was purified by flash chromatography (DCM containing 1% EtOH) to afford (S)-methyl 2-(2-(3,5-dimethylphenyl)acetamido)-3-(1H-indol-3-yl)propanoate. An aqueous solution of Li... The reactants are C=C(CCC)CCO, C=CCC(NS(=O)(=O)c1ccccc1[N+](=O)[O-])C(=O)OC, CC(C)OC(=O)N=NC(=O)OC(C)C, C1CCOC1, c1ccc(P(c2ccccc2)c2ccccc2)cc1. The product is C=CCC(C(=O)OC)N(CCC(=C)CCC)S(=O)(=O)c1ccccc1[N+](=O)[O-]. As a reaction SMILES: [CH2:22]=[C:23]([CH2:24][CH2:25][OH:26])[CH2:27][CH2:28][CH3:29].[N+:1](=[O:2])([O-:3])[c:4]1[c:5]([S:10](=[O:11])(=[O:12])[NH:13][CH:14]([C:15](=[O:16])[O:17][CH3:18])[CH2:19][CH:20]=[CH2:21])[cH:6][cH:7][cH:8][cH:9]1.[O:49]=[C:50]([O:51][CH:52]([CH3:53])[CH3:54])[N:55]=[N:56][C:57]([O:58][CH:59]([CH3:60])[CH3:61])=[O:62].[O:63]1[CH2:64][CH2:65][CH2:66][CH2:67]1.[c:30]1([P:31]([c:32]2[cH:33][cH:34][cH:35][cH:36][cH:37]2)[c:38]2[cH:39][cH:40][cH:41][cH:42][cH:43]2)[cH:44][cH:45][cH:46][cH:47][cH:48]1>>[N+:1](=[O:2])([O-:3])[c:4]1[c:5]([S:10](=[O:11])(=[O:12])[N:13]([CH:14]([C:15](=[O:16])[O:17][CH3:18])[CH2:19][CH:20]=[CH2:21])[CH2:25][CH2:24][C:23](=[CH2:22])[CH2:27][CH2:28][CH3:29])[cH:6][cH:7][cH:8][cH:9]1. Procedure details: Using the procedure of Example 1, (2,4-dioxo-5-methyl-1-n-propyl-3-imidazolidinyl)methanol is reacted with the acid chloride of 2-(4-chlorophenylamino)-3-methylbutanoic acid to give (2,4-dioxo-5-methyl-1-n-propyl-3-imidazolidinyl)methyl 2-(4-chlorophenylamino)-3-methylbutanoate (A'; R is carbonyl, R' is ethylidene, R1 =R4 =R5 is hydrogen, R2 is p-chlorophenyl, R3 is isopropyl, R6 is n-propyl). Reactants: O=C1N(C(C(N1CO)=O)C)CCC ((2,4-dioxo-5-methyl-1-n-propyl-3-imidazolidinyl)methanol), acid chloride, ClC1=CC=C(C=C1)NC(C(=O)O)C(C)C (2-(4-chlorophenylamino)-3-methylbutanoic acid). Reaction SMILES: [O:1]=[C:2]1[N:6]([CH2:7][OH:8])[C:5](=[O:9])[CH:4]([CH3:10])[N:3]1[CH2:11][CH2:12][CH3:13].[Cl:14][C:15]1[CH:20]=[CH:19][C:18]([NH:21][CH:22]([CH:26]([CH3:28])[CH3:27])[C:23](O)=[O:24])=[CH:17][CH:16]=1>>[Cl:14][C:15]1[CH:16]=[CH:17][C:18]([NH:21][CH:22]([CH:26]([CH3:28])[CH3:27])[C:23]([O:8][CH2:7][N:6]2[C:5](=[O:9])[CH:4]([CH3:10])[N:3]([CH2:11][CH2:12][CH3:13])[C:2]2=[O:1])=[O:24])=[CH:19][CH:20]=1. Product: ClC1=CC=C(C=C1)NC(C(=O)OCN1C(N(C(C1=O)C)CCC)=O)C(C)C ((2,4-dioxo-5-methyl-1-n-propyl-3-imidazolidinyl)methyl 2-(4-chlorophenylamino)-3-methylbutanoate). Starting materials: C1CCOC1, [Li]C(C)CC, [Cl-], [Cl-], CCCC1CCC(C2CCC(CCCCc3ccc(I)c(F)c3F)CC2)CC1, CCOc1cccc(F)c1F, O, [Zn+2], c1ccc(P(c2ccccc2)(c2ccccc2)[Pd](P(c2ccccc2)(c2ccccc2)c2ccccc2)(P(c2ccccc2)(c2ccccc2)c2ccccc2)P(c2ccccc2)(c2ccccc2)c2ccccc2)cc1. Yields the product CCCC1CCC(C2CCC(CCCCc3ccc(-c4ccc(OCC)c(F)c4F)c(F)c3F)CC2)CC1. RXN SMILES: [CH2:46]1[O:47][CH2:48][CH2:49][CH2:50]1.[CH:12]([Li:13])([CH2:14][CH3:15])[CH3:16].[Cl-:51].[Cl-:53].[F:17][c:18]1[c:19]([I:44])[cH:20][cH:21][c:22]([CH2:25][CH2:26][CH2:27][CH2:28][CH:29]2[CH2:30][CH2:31][CH:32]([CH:35]3[CH2:36][CH2:37][CH:38]([CH2:41][CH2:42][CH3:43])[CH2:39][CH2:40]3)[CH2:33][CH2:34]2)[c:23]1[F:24].[F:1][c:2]1[c:3]([O:9][CH2:10][CH3:11])[cH:4][cH:5][cH:6][c:7]1[F:8].[OH2:45].[Zn+2:52].[cH:54]1[cH:55][cH:56][c:57]([P:58]([Pd:59]([P:60]([c:61]2[cH:62][cH:63][cH:64][cH:65][cH:66]2)([c:67]2[cH:68][cH:69][cH:70][cH:71][cH:72]2)[c:73]2[cH:74][cH:75][cH:76][cH:77][cH:78]2)([P:79]([c:80]2[cH:81][cH:82][cH:83][cH:84][cH:85]2)([c:86]2[cH:87][cH:88][cH:89][cH:90][cH:91]2)[c:92]2[cH:93][cH:94][cH:95][cH:96][cH:97]2)[P:98]([c:99]2[cH:100][cH:101][cH:102][cH:103][cH:104]2)([c:105]2[cH:106][cH:107][cH:108][cH:109][cH:110]2)[c:111]2[cH:112][cH:113][cH:114][cH:115][cH:116]2)([c:117]2[cH:118][cH:119][cH:120][cH:121][cH:122]2)[c:123]2[cH:124][cH:125][cH:126][cH:127][cH:128]2)[cH:129][cH:130]1>>[F:1][c:2]1[c:3]([O:9][CH2:10][CH3:11])[cH:4][cH:5][c:6](-[c:19]2[c:18]([F:17])[c:23]([F:24])[c:22]([CH2:25][CH2:26][CH2:27][CH2:28][CH:29]3[CH2:30][CH2:31][CH:32]([CH:35]4[CH2:36][CH2:37][CH:38]([CH2:41][CH2:42][CH3:43])[CH2:39][CH2:40]4)[CH2:33][CH2:34]3)[cH:21][cH:20]2)[c:7]1[F:8]. Reactants: CC(=O)O, CCO, NNc1nc(-c2ccc(Cl)c(Cl)c2)cs1, O=C(O)C(=O)Cc1ccccc1[N+](=O)[O-]. The product is O=C(O)C(Cc1ccccc1[N+](=O)[O-])=NNc1nc(-c2ccc(Cl)c(Cl)c2)cs1. Reaction SMILES: [CH3:31][C:32](=[O:33])[OH:34].[CH3:35][CH2:36][OH:37].[Cl:16][c:17]1[cH:18][c:19](-[c:24]2[n:25][c:26]([NH:29][NH2:30])[s:27][cH:28]2)[cH:20][cH:21][c:22]1[Cl:23].[N+:1](=[O:2])([O-:3])[c:4]1[c:5]([CH2:10][C:11]([C:12](=[O:13])[OH:14])=[O:15])[cH:6][cH:7][cH:8][cH:9]1>>[N+:1](=[O:2])([O-:3])[c:4]1[c:5]([CH2:10][C:11]([C:12](=[O:13])[OH:14])=[N:30][NH:29][c:26]2[n:25][c:24](-[c:19]3[cH:18][c:17]([Cl:16])[c:22]([Cl:23])[cH:21][cH:20]3)[cH:28][s:27]2)[cH:6][cH:7][cH:8][cH:9]1. Product: C[Si](Cl)(Cl)C1=C(C(=C(C(=C1F)F)F)F)F (methyl(pentafluorophenyl)dichlorosilane). Reaction SMILES: [CH3:1][Si:2]([C:7]1[C:12]([F:13])=[C:11]([F:14])[C:10]([F:15])=[C:9]([F:16])[C:8]=1[F:17])(OC)OC.S(Cl)([Cl:20])=O.[ClH:22].[NH+]1C=CC=CC=1>>[CH3:1][Si:2]([C:7]1[C:12]([F:13])=[C:11]([F:14])[C:10]([F:15])=[C:9]([F:16])[C:8]=1[F:17])([Cl:20])[Cl:22] |f:2.3|. Procedure: 81.68 g (0.300 mol) methyl(pentafluorophenyl)dimethoxysilane, 109 mL (1.50 mol, 178.4 g) thionylchloride and 3.69 g (0.0319 mol) pyridinium hydrochloride are refluxed and stirred for 16 h. Excess of SOCl2 is evaporated and methyl(pentafluorophenyl)dichlorosilane isolated by vacuum-distillation. Starting materials: C[Si](OC)(OC)C1=C(C(=C(C(=C1F)F)F)F)F (methyl(pentafluorophenyl)dimethoxysilane), S(=O)(Cl)Cl (thionylchloride), Cl.[NH+]1=CC=CC=C1 (pyridinium hydrochloride). Reaction conditions: time 16 hour. Reactants: C(C)(C)(C)OC(=O)N[C@@H]1CC=2C=CC(=CC2CC1)C(=O)O ((S)-6-tert-butoxycarbonylamino-5,6,7,8-tetrahydronaphthalene-2-carboxylic acid), N1CCCC1 (pyrrolidine). Product: C(C)(C)(C)OC(N[C@@H]1CC2=CC=C(C=C2CC1)C(=O)N1CCCC1)=O ([(S)-6-(Pyrrolidine-1-carbonyl)-1,2,3,4-tetrahydronaphthalen-2-yl]carbamic acid tert-butyl ester). RXN SMILES: [C:1]([O:5][C:6]([NH:8][C@H:9]1[CH2:18][CH2:17][C:16]2[CH:15]=[C:14]([C:19](O)=[O:20])[CH:13]=[CH:12][C:11]=2[CH2:10]1)=[O:7])([CH3:4])([CH3:3])[CH3:2].[NH:22]1[CH2:26][CH2:25][CH2:24][CH2:23]1>>[C:1]([O:5][C:6](=[O:7])[NH:8][C@H:9]1[CH2:18][CH2:17][C:16]2[C:11](=[CH:12][CH:13]=[C:14]([C:19]([N:22]3[CH2:26][CH2:25][CH2:24][CH2:23]3)=[O:20])[CH:15]=2)[CH2:10]1)([CH3:2])([CH3:3])[CH3:4]. Reported procedure: According to method G, (S)-6-tert-butoxycarbonylamino-5,6,7,8-tetrahydronaphthalene-2-carboxylic acid was reacted with pyrrolidine. The product was thus obtained with the molecular weight of 344.46 (C20H28N2O3); MS (ESI): 345 (M+H+).